describe an organic reaction: reactants, conditions, products, and yield From a dataset of the Open Reaction Database (ORD), a public repository of structured organic reaction records. The reactants are N1N=C(C=C1)[C@H](CC)NC(=O)C=1C2=C(C=NC1)N(N=C2)C2=CC=C(C=C2)F (1-(4-fluorophenyl)-1H-pyrazolo[3,4-c]pyridine-4-carboxylic acid[(S)-1-(1H-pyrazol-3-yl)-propyl]-amide), [H-].[Na+] (sodium hydride), CS(=O)(=O)Cl (methansulfonyl chloride). Solvent: C1CCOC1 (THF). Reaction conditions: time 20 minute. Yields the product CS(=O)(=O)N1N=C(C=C1)[C@H](CC)NC(=O)C=1C2=C(C=NC1)N(N=C2)C2=CC=C(C=C2)F (1-(4-Fluorophenyl)-1H-pyrazolo[3,4-c]pyridine-4-carboxylic acid[(S)-1-(1-methanesulfonyl-1H-pyrazol-3-yl)-propyl]-amide). As a reaction SMILES: [NH:1]1[CH:5]=[CH:4][C:3]([C@@H:6]([NH:9][C:10]([C:12]2[C:13]3[CH:20]=[N:19][N:18]([C:21]4[CH:26]=[CH:25][C:24]([F:27])=[CH:23][CH:22]=4)[C:14]=3[CH:15]=[N:16][CH:17]=2)=[O:11])[CH2:7][CH3:8])=[N:2]1.[H-].[Na+].[CH3:30][S:31](Cl)(=[O:33])=[O:32]>C1COCC1>[CH3:30][S:31]([N:1]1[CH:5]=[CH:4][C:3]([C@@H:6]([NH:9][C:10]([C:12]2[C:13]3[CH:20]=[N:19][N:18]([C:21]4[CH:22]=[CH:23][C:24]([F:27])=[CH:25][CH:26]=4)[C:14]=3[CH:15]=[N:16][CH:17]=2)=[O:11])[CH2:7][CH3:8])=[N:2]1)(=[O:33])=[O:32] |f:1.2|. Reported procedure: To a room temperature solution of 1-(4-fluorophenyl)-1H-pyrazolo[3,4-c]pyridine-4-carboxylic acid[(S)-1-(1H-pyrazol-3-yl)-propyl]-amide (0.040 g, 0.11 mmol) in THF was added 60% sodium hydride (9 mg, 0.2 mmol) in mineral oil. After 20 minutes, methansulfonyl chloride (25 mg, 0.22 mmol) was added. After 3 hours, the reaction was quenched with saturated aqueous ammonium chloride and the mixture was extracted with EtOAc. The combined organic layers were washed with brine, dried over sodium sulfate ... Reactants: CN(C)C=O, CN(C)C=O, C#CCn1c(=O)sc2cc(F)c(N=C=O)cc21, [H-], CCOC(=O)C=C(N)C(F)(F)F, [Na+], Cc1ccccc1. The product is C#CCn1c(=O)sc2cc(F)c(NC(=O)NC(=CC(=O)OCC)C(F)(F)F)cc21. Reaction SMILES: [CH3:32][N:33]([CH3:34])[CH:35]=[O:36].[CH3:44][N:45]([CH3:46])[CH:47]=[O:48].[F:15][c:16]1[cH:17][c:18]2[c:19]([n:20]([CH2:24][C:25]#[CH:26])[c:21](=[O:23])[s:22]2)[cH:27][c:28]1[N:29]=[C:30]=[O:31].[H-:13].[NH2:1][C:2](=[CH:3][C:4](=[O:5])[O:6][CH2:7][CH3:8])[C:9]([F:10])([F:11])[F:12].[Na+:14].[c:37]1([CH3:38])[cH:39][cH:40][cH:41][cH:42][cH:43]1>>[NH:1]([C:2](=[CH:3][C:4](=[O:5])[O:6][CH2:7][CH3:8])[C:9]([F:10])([F:11])[F:12])[C:30]([NH:29][c:28]1[c:16]([F:15])[cH:17][c:18]2[c:19]([n:20]([CH2:24][C:25]#[CH:26])[c:21](=[O:23])[s:22]2)[cH:27]1)=[O:31]. Starting materials: COc1ccc([N+](=O)[O-])cc1-c1nc2cc(-c3ccccc3)ccc2o1, [Pd]. The product is COc1ccc(N)cc1-c1nc2cc(-c3ccccc3)ccc2o1. As a reaction SMILES: [N+:1]([O-:2])(=[O:3])[c:4]1[cH:5][c:6](-[c:12]2[o:13][c:14]3[c:15]([n:16]2)[cH:17][c:18](-[c:21]2[cH:22][cH:23][cH:24][cH:25][cH:26]2)[cH:19][cH:20]3)[c:7]([O:10][CH3:11])[cH:8][cH:9]1.[Pd:27]>>[NH2:1][c:4]1[cH:5][c:6](-[c:12]2[o:13][c:14]3[c:15]([n:16]2)[cH:17][c:18](-[c:21]2[cH:22][cH:23][cH:24][cH:25][cH:26]2)[cH:19][cH:20]3)[c:7]([O:10][CH3:11])[cH:8][cH:9]1.